describe an organic reaction: reactants, conditions, products, and yield From a dataset of the Open Reaction Database (ORD), a public repository of structured organic reaction records. Starting materials: N1(CCCCC1)C(N)=S (piperidine-1-carbothioamide), ClCC(CCl)=O (1,3-dichloro-2-propanone), C(O)([O-])=O.[Na+] (sodium hydrogen carbonate). Run in C(C)O (ethanol). The product is ClCC=1N=C(SC1)N1CCCCC1 (1-(4-chloromethyl-1,3-thiazol-2-yl)piperidine). The yield is 66.6%. As a reaction SMILES: [N:1]1([C:7](=[S:9])[NH2:8])[CH2:6][CH2:5][CH2:4][CH2:3][CH2:2]1.[Cl:10][CH2:11][C:12](=O)[CH2:13]Cl.C(=O)([O-])O.[Na+]>C(O)C>[Cl:10][CH2:11][C:12]1[N:8]=[C:7]([N:1]2[CH2:6][CH2:5][CH2:4][CH2:3][CH2:2]2)[S:9][CH:13]=1 |f:2.3|. Procedure: A mixture of piperidine-1-carbothioamide (1.0 g), 1,3-dichloro-2-propanone (0.91 g) and ethanol (30 mL) was heated under reflux for 1 hr. After concentration of the reaction mixture, saturated aqueous sodium hydrogen carbonate was added to the residue and the mixture was extracted with ethyl acetate. The ethyl acetate layer was washed with saturated brine, dried over anhydrous magnesium sulfate and concentrated. The residue was subjected to silica gel column chromatography to give 1-(4-chloromet... The reactants are N#Cc1ccc(N)c(NC(=O)CCCCCNC(=O)OCc2ccccc2)c1, [H-], CCCI, [Na+], CN(C)C=O, O. The product is CCCN(C(=O)CCCCCNC(=O)OCc1ccccc1)c1cc(C#N)ccc1N. Reaction SMILES: [CH2:1]([c:2]1[cH:3][cH:4][cH:5][cH:6][cH:7]1)[O:8][C:9]([NH:10][CH2:11][CH2:12][CH2:13][CH2:14][CH2:15][C:16]([NH:17][c:18]1[c:19]([NH2:26])[cH:20][cH:21][c:22]([C:24]#[N:25])[cH:23]1)=[O:27])=[O:28].[H-:29].[I:31][CH2:32][CH2:33][CH3:34].[Na+:30].[O:36]=[CH:37][N:38]([CH3:39])[CH3:40].[OH2:35]>>[CH2:1]([c:2]1[cH:3][cH:4][cH:5][cH:6][cH:7]1)[O:8][C:9]([NH:10][CH2:11][CH2:12][CH2:13][CH2:14][CH2:15][C:16]([N:17]([c:18]1[c:19]([NH2:26])[cH:20][cH:21][c:22]([C:24]#[N:25])[cH:23]1)[CH2:32][CH2:33][CH3:34])=[O:27])=[O:28].